Task: describe an organic reaction: reactants, conditions, products, and yield. Dataset: the Open Reaction Database (ORD), a public repository of structured organic reaction records Starting materials: C(C)(C)(C)OC(=O)N1C[C@H](CC1)O ((S)-3-hydroxypyrrolidine-1-carboxylic acid tert-butyl ester), C(C1=CC=CC=C1)N1CC2=C(N=CN=C2Cl)CC1 (6-benzyl-4-chloro-5,6,7,8-tetrahydro-pyrido[4,3-d]pyrimidine). The solvent is C1CCOC1 (THF). Conditions: time 25 minute. Yields the product C(C)(C)(C)OC(=O)N1C[C@H](CC1)OC=1C2=C(N=CN1)CCN(C2)CC2=CC=CC=C2 ((S)-3-(6-benzyl-5,6,7,8-tetrahydro-pyrido[4,3-d]pyrimidin-4-yloxy)-pyrrolidine-1-carboxylic acid tert-butyl ester). Yield: 85.4%. As a reaction SMILES: [C:1]([O:5][C:6]([N:8]1[CH2:12][CH2:11][C@H:10]([OH:13])[CH2:9]1)=[O:7])([CH3:4])([CH3:3])[CH3:2].[CH2:14]([N:21]1[CH2:31][CH2:30][C:24]2[N:25]=[CH:26][N:27]=[C:28](Cl)[C:23]=2[CH2:22]1)[C:15]1[CH:20]=[CH:19][CH:18]=[CH:17][CH:16]=1>C1COCC1>[C:1]([O:5][C:6]([N:8]1[CH2:12][CH2:11][C@H:10]([O:13][C:28]2[C:23]3[CH2:22][N:21]([CH2:14][C:15]4[CH:20]=[CH:19][CH:18]=[CH:17][CH:16]=4)[CH2:31][CH2:30][C:24]=3[N:25]=[CH:26][N:27]=2)[CH2:9]1)=[O:7])([CH3:4])([CH3:2])[CH3:3]. Procedure: To a solution of (S)-3-hydroxypyrrolidine-1-carboxylic acid tert-butyl ester (0.94 g, 5.01 mmol) in THF (20 mL) was added under argon NaH (0.23 g, 5.78 mmol). The mixture was stirred at rt for 25 min., then 6-benzyl-4-chloro-5,6,7,8-tetrahydro-pyrido[4,3-d]pyrimidine (1 g, 3.85 mmol) was added and stirring continued at rt for 4 h. The mixture was quenched with H2O, extracted with CH2Cl2. The organic layer was filtered and evaporated to dryness. Purification by flash chromatography on silica gel ... Reactants: C(CC)N(C(CC1=CC(=C(C=C1)OC)OC)=O)CCC (N,N-di-(n-propyl)-3,4-dimethoxyphenylacetamide), CO (methanol), solution, B#B (diborane). Solvent: O1CCCC1 (tetrahydrofuran), O1CCCC1 (tetrahydrofuran). Yields the product C(CC)N(CCC)CCC1=CC(=C(C=C1)OC)OC (N,N-di-(n-propyl)-3,4-dimethoxyphenethylamine). Reaction SMILES: B#B.[CH2:3]([N:6]([CH2:20][CH2:21][CH3:22])[C:7](=O)[CH2:8][C:9]1[CH:14]=[CH:13][C:12]([O:15][CH3:16])=[C:11]([O:17][CH3:18])[CH:10]=1)[CH2:4][CH3:5].CO>O1CCCC1>[CH2:20]([N:6]([CH2:7][CH2:8][C:9]1[CH:14]=[CH:13][C:12]([O:15][CH3:16])=[C:11]([O:17][CH3:18])[CH:10]=1)[CH2:3][CH2:4][CH3:5])[CH2:21][CH3:22]. Procedure details: To 200 ml. (0.20 mole) of a 1M solution of diborane in tetrahydrofuran cooled in an ice bath was added dropwise a solution of 27.8 g. (0.10 mole) of N,N-di-(n-propyl)-3,4-dimethoxyphenylacetamide in about 200 ml. of anhydrous tetrahydrofuran, under argon. The mixture was refluxed for one and one-quarter hours, cooled and methanol added carefully. When the bubbling subsided the reaction mixture was evaporated in vacuo. The residue was dissolved in methanol, ethereal hydrogen chloride was added an... Starting materials: BrC1=C2CCNCC2=CC=C1 (5-Bromo-1,2,3,4-tetrahydro-isoquinoline), B(O)O (boronic acid). Product: N1=CC=C(C=C1)C1=C2CCNCC2=CC=C1 (5-Pyridin-4-yl-1,2,3,4-tetrahydro-isoquinoline). RXN SMILES: Br[C:2]1[CH:11]=[CH:10][CH:9]=[C:8]2[C:3]=1[CH2:4][CH2:5][NH:6][CH2:7]2.B(O)O>>[N:6]1[CH:7]=[CH:8][C:3]([C:2]2[CH:11]=[CH:10][CH:9]=[C:8]3[C:3]=2[CH2:4][CH2:5][NH:6][CH2:7]3)=[CH:4][CH:5]=1. Procedure details: In close analogy to the procedure described above, 5-Bromo-1,2,3,4-tetrahydro-isoquinoline is reacted with the corresponding boronic acid to provide the title compound. Reactants: ClC1=C(C=CC(=C1)Cl)C(CN1N=NC=C1)(C(C)OS(=O)(=O)C)O (2-(2,4-dichlorophenyl)-3-mesyloxy-1-(triazol-1-yl)butan-2-ol), [Na].CS (methanethiol sodium salt). Solvent: O (water), CS(=O)C (dimethylsulfoxide). Reaction conditions: temperature 55 celsius, time 8 hour. Yields the product ClC1=C(C=CC(=C1)Cl)C(CN1N=NC=C1)(C(C)SC)O (2-(2,4-dichlorophenyl)-3-methylthio-1-(triazol-1-yl)butan-2-ol). The yield is 81.0%. As a reaction SMILES: [Cl:1][C:2]1[CH:7]=[C:6]([Cl:8])[CH:5]=[CH:4][C:3]=1[C:9]([OH:23])([CH:16](OS(C)(=O)=O)[CH3:17])[CH2:10][N:11]1[CH:15]=[CH:14][N:13]=[N:12]1.[Na].[CH3:25][SH:26]>CS(C)=O.O>[Cl:1][C:2]1[CH:7]=[C:6]([Cl:8])[CH:5]=[CH:4][C:3]=1[C:9]([OH:23])([CH:16]([S:26][CH3:25])[CH3:17])[CH2:10][N:11]1[CH:15]=[CH:14][N:13]=[N:12]1 |f:1.2,^1:23|. Reported procedure: To a solution of 2-(2,4-dichlorophenyl)-3-mesyloxy-1-(triazol-1-yl)butan-2-ol (100 mg; 0.263 mmol) in dimethylsulfoxide (1 ml) was added 15 % aqueous methanethiol sodium salt at room temperature, and the mixture was stirred at 50 to 60° C. for 8 hours. The reaction mixture was diluted with water and extracted with ether. The extract was washed with water, dried over magnesium sulfate and evaporated in vacuo to give 2-(2,4-dichlorophenyl)-3-methylthio-1-(triazol-1-yl)butan-2-ol (71 mg, 81 %) as c... The reactants are CCN=C=NCCCN(C)C, CC(C)NC(C)C, [Cl-], ClCCl, Cl, Cl, [Na+], O, On1nnc2ccccc21, COc1ccccc1C1(O)C(O)CC(c2ccccc2)(c2ccccc2)C2CNCC21, O=C(O)Cc1c[nH]c2ccccc12. Yields the product COc1ccccc1C1(O)C(O)CC(c2ccccc2)(c2ccccc2)C2C(C(=O)Cc3c[nH]c4ccccc34)NCC21. As a reaction SMILES: [CH3:1][N:2]([CH3:3])[CH2:4][CH2:5][CH2:6][N:7]=[C:8]=[N:9][CH2:10][CH3:11].[CH:12]([NH:13][CH:14]([CH3:15])[CH3:16])([CH3:17])[CH3:18].[Cl-:77].[Cl:78][CH2:79][Cl:80].[ClH:19].[ClH:75].[Na+:76].[OH2:64].[OH:65][n:66]1[c:67]2[cH:68][cH:69][cH:70][cH:71][c:72]2[n:73][n:74]1.[c:20]1([C:26]2([c:45]3[cH:46][cH:47][cH:48][cH:49][cH:50]3)[CH2:27][CH:28]([OH:44])[C:29]([OH:35])([c:36]3[c:37]([O:42][CH3:43])[cH:38][cH:39][cH:40][cH:41]3)[CH:30]3[CH2:31][NH:32][CH2:33][CH:34]23)[cH:21][cH:22][cH:23][cH:24][cH:25]1.[nH:51]1[cH:52][c:53]([CH2:60][C:61](=[O:62])[OH:63])[c:54]2[cH:55][cH:56][cH:57][cH:58][c:59]12>>[c:20]1([C:26]2([c:45]3[cH:46][cH:47][cH:48][cH:49][cH:50]3)[CH2:27][CH:28]([OH:44])[C:29]([OH:35])([c:36]3[c:37]([O:42][CH3:43])[cH:38][cH:39][cH:40][cH:41]3)[CH:30]3[CH2:31][NH:32][CH:33]([C:61]([CH2:60][c:53]4[cH:52][nH:51][c:59]5[c:54]4[cH:55][cH:56][cH:57][cH:58]5)=[O:62])[CH:34]23)[cH:21][cH:22][cH:23][cH:24][cH:25]1. The reactants are C(C1=CC=CC=C1)N1C[C@H]([C@@H](CC1)C1CC1)NC(OC(C)(C)C)=O (tert-butyl trans-1-benzyl-4-cyclopropylpiperidin-3-ylcarbamate), [H][H] (hydrogen). The reagents and catalysts are [Pd] (Pd/C). Run in CO (methanol). Run at time 18 hour. Yields the product C(C)(C)(C)OC(N[C@@H]1CNCC[C@H]1C1CC1)=O (tert-butyl-trans-4-cyclopropylpiperidin-3-ylcarbamate). Yield: 99.7%. RXN SMILES: C([N:8]1[CH2:13][CH2:12][C@@H:11]([CH:14]2[CH2:16][CH2:15]2)[C@H:10]([NH:17][C:18](=[O:24])[O:19][C:20]([CH3:23])([CH3:22])[CH3:21])[CH2:9]1)C1C=CC=CC=1.[H][H]>CO.[Pd]>[C:20]([O:19][C:18](=[O:24])[NH:17][C@H:10]1[C@H:11]([CH:14]2[CH2:15][CH2:16]2)[CH2:12][CH2:13][NH:8][CH2:9]1)([CH3:23])([CH3:21])[CH3:22]. Reported procedure: A mixture of tert-butyl trans-1-benzyl-4-cyclopropylpiperidin-3-ylcarbamate (1.20 g, 3.63 mmol) and 10% Pd/C (0.39 g, 0.36 mmol) in methanol (20 mL) was charged with 1 atmosphere hydrogen and stirred at room temperature for 18 hours. The catalyst was removed by filtration and washed with methanol (20 mL). The filtrate was concentrated in vacuo to give tert-butyl-trans-4-cyclopropylpiperidin-3-ylcarbamate (0.87 g, 100%) as a solid. Reactants: O=C([O-])[O-], CS(C)=O, CN1CCC(Cl)CC1, [K+], [K+], O=S(=O)(c1cccc(O)c1)n1ccc2ccccc21. Product: CN1CCC(Oc2cccc(S(=O)(=O)n3ccc4ccccc43)c2)CC1. Reaction SMILES: [C:20](=[O:21])([O-:22])[O-:23].[CH3:34][S:35](=[O:36])[CH3:37].[Cl:26][CH:27]1[CH2:28][CH2:29][N:30]([CH3:33])[CH2:31][CH2:32]1.[K+:24].[K+:25].[OH:1][c:2]1[cH:3][c:4]([S:8](=[O:9])(=[O:10])[n:11]2[cH:12][cH:13][c:14]3[cH:15][cH:16][cH:17][cH:18][c:19]23)[cH:5][cH:6][cH:7]1>>[O:1]([c:2]1[cH:3][c:4]([S:8](=[O:9])(=[O:10])[n:11]2[cH:12][cH:13][c:14]3[cH:15][cH:16][cH:17][cH:18][c:19]23)[cH:5][cH:6][cH:7]1)[CH:27]1[CH2:28][CH2:29][N:30]([CH3:33])[CH2:31][CH2:32]1. Reactants: C1(=CC=CC=C1)C(NCCSC(=O)OC1=CC=C(C=C1)[N+](=O)[O-])(C1=CC=CC=C1)C1=CC=CC=C1 (N-triphenylmethyl-2-paranitrophenoxycarbonylthioethylamine), OC1CCNCC1 (4-hydroxypiperidine). Yields the product OC1CCN(CC1)C(=O)SCCN (2-(4-hydroxypiperidino)carbonylthioethylamine). The yield is 146.3%. As a reaction SMILES: C1(C(C2C=CC=CC=2)(C2C=CC=CC=2)[NH:8][CH2:9][CH2:10][S:11][C:12](OC2C=CC([N+]([O-])=O)=CC=2)=[O:13])C=CC=CC=1.[OH:36][CH:37]1[CH2:42][CH2:41][NH:40][CH2:39][CH2:38]1>>[OH:36][CH:37]1[CH2:42][CH2:41][N:40]([C:12]([S:11][CH2:10][CH2:9][NH2:8])=[O:13])[CH2:39][CH2:38]1. Reported procedure: N-triphenylmethyl-2-paranitrophenoxycarbonylthioethylamine (300 mg) and 4-hydroxypiperidine (219 mg) were subjected to similar reactions to those described in References 2 and 4 to give 2-(4-hydroxypiperidino)carbonylthioethylamine (crude formate: 185 mg) which was then dissolved in anhydrous methanol (3 ml). To the reaction solution were added triethylamine (515 μl) and mitomycin A (207 mg: 0.8 molar equivalent). The reaction solution was treated in a similar manner to that described in Example... Starting materials: OC1=C(C(CC(C1)(C)C)=O)SCC1=CC=C(C=C1)C (3-hydroxy-5,5-dimethyl-2-(p-methylbenzylthio)-2-cyclohexen-1-one), OO (hydrogen peroxide), ice water. Run in C(C)(=O)O (acetic acid). Run at time 24 hour. Product: OC1=C(C(CC(C1)(C)C)=O)S(=O)CC1=CC=C(C=C1)C (3-Hydroxy-5,5-dimethyl- 2-(p-methylbenzylsulfinyl)-2-cyclohexen-1-one). As a reaction SMILES: [OH:1][C:2]1[CH2:7][C:6]([CH3:9])([CH3:8])[CH2:5][C:4](=[O:10])[C:3]=1[S:11][CH2:12][C:13]1[CH:18]=[CH:17][C:16]([CH3:19])=[CH:15][CH:14]=1.[OH:20]O>C(O)(=O)C>[OH:10][C:4]1[CH2:5][C:6]([CH3:8])([CH3:9])[CH2:7][C:2](=[O:1])[C:3]=1[S:11]([CH2:12][C:13]1[CH:18]=[CH:17][C:16]([CH3:19])=[CH:15][CH:14]=1)=[O:20]. Procedure details: A mixture of 3-hydroxy-5,5-dimethyl-2-(p-methylbenzylthio)-2-cyclohexen-1-one (10 g., 0.036 mole), 30 percent hydrogen peroxide (4.11 g., 0.0362 mole), and 100 ml. of glacial acetic acid was allowed to stand at room temperature for 24 hours. The solution was poured into ice water, and the resulting pink solid was filtered and dried to give pure product (9.9 g., m.p. 89°-90.5°C.).